Dataset: the Open Reaction Database (ORD), a public repository of structured organic reaction records. Task: describe an organic reaction: reactants, conditions, products, and yield Starting materials: C([O-])([O-])=O.[K+].[K+] (potassium carbonate), O1C2=C(NCC1C(=O)OCC)C=CC=C2 ((±)-ethyl 3,4-dihydro-2H-benzo[b][1,4]oxazine-2-carboxylate), IC (iodomethane). The solvent is CC(=O)C (acetone), ClCCl (dichloromethane). Reaction conditions: temperature 60 celsius, time 24 hour. Yields the product CN1C2=C(OC(C1)C(=O)OCC)C=CC=C2 ((±)-Ethyl 4-methyl-3,4-dihydro-2H-benzo[b][1,4]oxazine-2-carboxylate). Isolated yield 65.5%. As a reaction SMILES: [C:1](=O)([O-])[O-].[K+].[K+].[O:7]1[CH:12]([C:13]([O:15][CH2:16][CH3:17])=[O:14])[CH2:11][NH:10][C:9]2[CH:18]=[CH:19][CH:20]=[CH:21][C:8]1=2.IC>CC(C)=O.ClCCl>[CH3:1][N:10]1[CH2:11][CH:12]([C:13]([O:15][CH2:16][CH3:17])=[O:14])[O:7][C:8]2[CH:21]=[CH:20][CH:19]=[CH:18][C:9]1=2 |f:0.1.2|. Reported procedure: In a sealable vessel, potassium carbonate (56 mg, 0.41 mmol) was added to a solution of (±)-ethyl 3,4-dihydro-2H-benzo[b][1,4]oxazine-2-carboxylate (60 mg, 0.29 mmol) and iodomethane (22 □L, 0.35 mmol) in acetone (2 mL). The vessel was sealed and the reaction mixture was stirred at 60° C. for 24 h. The mixture was cooled to ambient temperature, diluted with dichloromethane (60 mL), and the organic layer was extracted with water (10 mL) and half-saturated brine (10 mL). The organic layer was drie... The reactants are CCOC(=O)CC(=O)N1CCC(COc2ccc(F)cc2C(C)(C)C)C1, C1CCOC1, Cl, [Li+], [OH-]. The product is CC(C)(C)c1cc(F)ccc1OCC1CCN(C(=O)CC(=O)O)C1. RXN SMILES: [C:1]([CH3:2])([CH3:3])([CH3:4])[c:5]1[c:6]([O:7][CH2:8][CH:9]2[CH2:10][N:11]([C:14]([CH2:15][C:16](=[O:17])[O:18][CH2:19][CH3:20])=[O:21])[CH2:12][CH2:13]2)[cH:22][cH:23][c:24]([F:26])[cH:25]1.[CH2:30]1[O:31][CH2:32][CH2:33][CH2:34]1.[ClH:29].[Li+:27].[OH-:28]>>[C:1]([CH3:2])([CH3:3])([CH3:4])[c:5]1[c:6]([O:7][CH2:8][CH:9]2[CH2:10][N:11]([C:14]([CH2:15][C:16](=[O:17])[OH:18])=[O:21])[CH2:12][CH2:13]2)[cH:22][cH:23][c:24]([F:26])[cH:25]1. Reactants: CCO, N, Fc1ccc(C(c2ccc(F)cc2)N2CCN(CC3CO3)CC2)cc1. The product is NCC(O)CN1CCN(C(c2ccc(F)cc2)c2ccc(F)cc2)CC1. Reaction SMILES: [CH3:27][CH2:28][OH:29].[NH3:26].[O:1]1[CH:2]([CH2:3][N:4]2[CH2:5][CH2:6][N:7]([CH:10]([c:11]3[cH:12][cH:13][c:14]([F:17])[cH:15][cH:16]3)[c:18]3[cH:19][cH:20][c:21]([F:24])[cH:22][cH:23]3)[CH2:8][CH2:9]2)[CH2:25]1>>[OH:1][CH:2]([CH2:3][N:4]1[CH2:5][CH2:6][N:7]([CH:10]([c:11]2[cH:12][cH:13][c:14]([F:17])[cH:15][cH:16]2)[c:18]2[cH:19][cH:20][c:21]([F:24])[cH:22][cH:23]2)[CH2:8][CH2:9]1)[CH2:25][NH2:26]. Reactants: OCC=1N=C(OC1)CC(CC(=O)OCC)C1=CC=CC=C1 (ethyl (±)-4-(4-hydroxymethyl-1,3-oxazol-2-yl)-3-phenylbutanoate), C1=CC=C(C=C1)P(C2=CC=CC=C2)C3=CC=CC=C3 (PPh3), C(Br)(Br)(Br)Br (CBr4). The solvent is C1CCOC1 (THF). Run at time 20 minute. Product: BrCC=1N=C(OC1)CC(CC(=O)OCC)C1=CC=CC=C1 (Ethyl (±)-4-(4-bromomethyl-1,3-oxazol-2-yl)-3-phenylbutanoate). The yield is 87.3%. As a reaction SMILES: O[CH2:2][C:3]1[N:4]=[C:5]([CH2:8][CH:9]([C:16]2[CH:21]=[CH:20][CH:19]=[CH:18][CH:17]=2)[CH2:10][C:11]([O:13][CH2:14][CH3:15])=[O:12])[O:6][CH:7]=1.C1C=CC(P(C2C=CC=CC=2)C2C=CC=CC=2)=CC=1.C(Br)(Br)(Br)[Br:42]>C1COCC1>[Br:42][CH2:2][C:3]1[N:4]=[C:5]([CH2:8][CH:9]([C:16]2[CH:21]=[CH:20][CH:19]=[CH:18][CH:17]=2)[CH2:10][C:11]([O:13][CH2:14][CH3:15])=[O:12])[O:6][CH:7]=1. Procedure: To a solution of ethyl (±)-4-(4-hydroxymethyl-1,3-oxazol-2-yl)-3-phenylbutanoate (1.3 g, 4.49 mmole) in dry THF (20 mL) was added PPh3 (1.41 g, 5.39 mmole) then CBr4 (1.79 g, 5.39 mmole) at 0° C. After 20 min, the mixture was warmed to RT. After 2 hr, the mixture was concentrated under reduced pressure. The residue was chromatographed on silica gel (20% EtOAc/hexanes) to give the title compound (1.38 g, 87%) as a colorless oil: MS (ES) m/e 352 (M+H)+. Starting materials: CC1=CC(=C(C=C1)OS(=O)(=O)C(F)(F)F)[N+](=O)[O-] (Trifluoro-methanesulfonic acid 4-methyl-2-nitro-phenyl ester), CC=1C=C(C=CC1)S (3-methylthiophenol). Product: CC1=CC(=C(C=C1)SC=1C=C(C=CC1)C)[N+](=O)[O-] (4-Methyl-2-nitro-1-m-tolylsulfanyl-benzene). As a reaction SMILES: [CH3:1][C:2]1[CH:7]=[CH:6][C:5](OS(C(F)(F)F)(=O)=O)=[C:4]([N+:16]([O-:18])=[O:17])[CH:3]=1.[CH3:19][C:20]1[CH:21]=[C:22]([SH:26])[CH:23]=[CH:24][CH:25]=1>>[CH3:1][C:2]1[CH:7]=[CH:6][C:5]([S:26][C:22]2[CH:21]=[C:20]([CH3:19])[CH:25]=[CH:24][CH:23]=2)=[C:4]([N+:16]([O-:18])=[O:17])[CH:3]=1. Procedure: The product from Example 4a (9.46 g, 33.17 mmol) was reacted with 3-methylthiophenol (4.12 g, 33.17 mmol) in place of thiophenol following the procedure from Example 1e for 18 h giving the crude title compound which was purified by silica gel column chromatography eluting with 5% EtOAc hexane providing a solid (7.50 g, 87%).